This data is from the Open Reaction Database (ORD), a public repository of structured organic reaction records. The task is: describe an organic reaction: reactants, conditions, products, and yield Starting materials: CS(C)=O, CO, Cc1cc2nc(NC(=O)c3ccc(C(C)(C)O)cc3)cc(Cl)n2n1, OCC1CCCN1, CN(C)C=O. Yields the product Cc1cc2nc(NC(=O)c3ccc(C(C)(C)O)cc3)cc(N3CCCC3CO)n2n1. As a reaction SMILES: [CH3:37][S:38]([CH3:39])=[O:40].[CH3:41][OH:42].[Cl:1][c:2]1[cH:3][c:4]([NH:12][C:13]([c:14]2[cH:15][cH:16][c:17]([C:20]([CH3:21])([CH3:22])[OH:23])[cH:18][cH:19]2)=[O:24])[n:5][c:6]2[n:7]1[n:8][c:9]([CH3:11])[cH:10]2.[NH:25]1[CH:26]([CH2:30][OH:31])[CH2:27][CH2:28][CH2:29]1.[O:32]=[CH:33][N:34]([CH3:35])[CH3:36]>>[c:2]1([N:25]2[CH:26]([CH2:30][OH:31])[CH2:27][CH2:28][CH2:29]2)[cH:3][c:4]([NH:12][C:13]([c:14]2[cH:15][cH:16][c:17]([C:20]([CH3:21])([CH3:22])[OH:23])[cH:18][cH:19]2)=[O:24])[n:5][c:6]2[n:7]1[n:8][c:9]([CH3:11])[cH:10]2. Starting materials: Cc1ccc(NCc2nnn(C)n2)cc1, COC(OC)C1(C)Oc2ccc([N+](=O)[O-])cc2C2OC21. The product is COC(OC)C1(C)Oc2ccc([N+](=O)[O-])cc2C(N(Cc2nnn(C)n2)c2ccc(C)cc2)C1O. RXN SMILES: [CH3:21][c:22]1[cH:23][cH:24][c:25]([NH:28][CH2:29][c:30]2[n:31][n:32][n:33]([CH3:35])[n:34]2)[cH:26][cH:27]1.[N+:1](=[O:2])([O-:3])[c:4]1[cH:5][cH:6][c:7]2[c:8]([cH:20]1)[CH:9]1[CH:10]([C:11]([CH:13]([O:14][CH3:15])[O:16][CH3:17])([CH3:18])[O:12]2)[O:19]1>>[N+:1](=[O:2])([O-:3])[c:4]1[cH:5][cH:6][c:7]2[c:8]([cH:20]1)[CH:9]([N:28]([c:25]1[cH:24][cH:23][c:22]([CH3:21])[cH:27][cH:26]1)[CH2:29][c:30]1[n:31][n:32][n:33]([CH3:35])[n:34]1)[CH:10]([OH:19])[C:11]([CH:13]([O:14][CH3:15])[O:16][CH3:17])([CH3:18])[O:12]2. Reactants: C(#N)\C(\C(=O)OCC)=C/1\CCC2=CC(=CC=C12)F ((E)-ethyl 2-cyano-2-(5-fluoro-2,3-dihydro-1H-inden-1-ylidene)acetate), [C-]#N.[K+] (KCN). Run in C(C)O (ethanol), O (water). Reaction conditions: temperature 65 celsius, time 24 hour. Product: C(#N)CC1(CCC2=CC(=CC=C12)F)C#N (1-(cyanomethyl)-5-fluoro-2,3-dihydro-1H-indene-1-carbonitrile). As a reaction SMILES: [C:1](/[C:3](=[C:9]1/[CH2:10][CH2:11][C:12]2[C:17]/1=[CH:16][CH:15]=[C:14]([F:18])[CH:13]=2)/C(OCC)=O)#[N:2].[C-:19]#[N:20].[K+]>C(O)C.O>[C:1]([CH2:3][C:9]1([C:19]#[N:20])[C:17]2[C:12](=[CH:13][C:14]([F:18])=[CH:15][CH:16]=2)[CH2:11][CH2:10]1)#[N:2] |f:1.2|. Procedure: To a solution of (E)-ethyl 2-cyano-2-(5-fluoro-2,3-dihydro-1H-inden-1-ylidene)acetate (Prep11, 100 g, 0.408 mol) in ethanol (800 ml) a solution of KCN (67 g, 1.02 mol) in water (240 ml) was added, and warmed to 65° C. The mixture was stirred for 24 h.